This data is from the Open Reaction Database (ORD), a public repository of structured organic reaction records. The task is: describe an organic reaction: reactants, conditions, products, and yield Product: ClC(COC(=O)N1CC2=CC(=CC=C2CC1)S(=O)(=O)Cl)(Cl)Cl (7-Chlorosulfonyl-3,4-dihydro-1H-isoquinoline-2-carboxylic Acid 2,2,2-Trichloro-ethyl Ester). Isolated yield 83.0%. Procedure: Crude 3,4-dihydro-1H-isoquinoline-2-carboxylic acid 2,2,2-trichloro-ethyl ester (D6) (46 g, 150 mmol) was added dropwise over 40 minutes to chlorosulphonic acid (70 ml) cooled with an ice bath to maintain the temperature between 5 and 15° C. The mixture was then allowed to warm to room temperature, stirred for 16 hours, then poured onto crushed ice (500 ml) and dichloromethane (500 ml) added. This mixture was washed with water (3×250 ml), and brine (50 ml) then dried (sodium sulphate), filtered ... Run at time 16 hour. Run in ClCCl (dichloromethane). As a reaction SMILES: [Cl:1][C:2]([Cl:18])([Cl:17])[CH2:3][O:4][C:5]([N:7]1[CH2:16][CH2:15][C:14]2[C:9](=[CH:10][CH:11]=[CH:12][CH:13]=2)[CH2:8]1)=[O:6].[Cl:19][S:20](O)(=[O:22])=[O:21]>ClCCl>[Cl:18][C:2]([Cl:1])([Cl:17])[CH2:3][O:4][C:5]([N:7]1[CH2:16][CH2:15][C:14]2[C:9](=[CH:10][C:11]([S:20]([Cl:19])(=[O:22])=[O:21])=[CH:12][CH:13]=2)[CH2:8]1)=[O:6]. Reactants: ClC(COC(=O)N1CC2=CC=CC=C2CC1)(Cl)Cl (3,4-Dihydro-1H-isoquinoline-2-carboxylic Acid 2,2,2-Trichloro-ethyl Ester), ClS(=O)(=O)O (chlorosulphonic acid), ice. Reactants: Brc1cnc2c(c1)OCCCN2, C=CC(=O)OCC, CCC#N, CCN(C(C)C)C(C)C, CC(=O)[O-], CC(=O)[O-], [Pd+2]. Product: C=C(C(=O)OCC)c1cnc2c(c1)OCCCN2. RXN SMILES: [Br:1][c:2]1[cH:3][c:4]2[c:5]([n:11][cH:12]1)[NH:6][CH2:7][CH2:8][CH2:9][O:10]2.[C:13]([CH:14]=[CH2:15])(=[O:16])[O:17][CH2:18][CH3:19].[C:29](#[N:30])[CH2:31][CH3:32].[CH:20]([N:21]([CH:22]([CH3:23])[CH3:24])[CH2:25][CH3:26])([CH3:27])[CH3:28].[O-:34][C:35]([CH3:36])=[O:37].[O-:38][C:39]([CH3:40])=[O:41].[Pd+2:33]>>[c:2]1([C:14]([C:13](=[O:16])[O:17][CH2:18][CH3:19])=[CH2:15])[cH:3][c:4]2[c:5]([n:11][cH:12]1)[NH:6][CH2:7][CH2:8][CH2:9][O:10]2. The reactants are CN1C=2N(C=3N=CN(C3C1=O)CC1=CC=CC=C1)[C@@H]1[C@H](N2)CCC1 (cis-5,6a,7,8,9,9a-hexahydro-5-methyl-3-(phenylmethyl)cyclopenta[4,5]imidazo[2,1-b]purin-4-one). Reagents/catalysts: [OH-].[OH-].[Pd+2] (Pearlman catalyst). Solvent: CCO (EtOH). The product is CN1C=2N(C=3N=CNC3C1=O)[C@@H]1[C@H](N2)CCC1 (cis-5,6a,7,8,9,9a-Hexahydro-5-methylcyclopenta[4,5]imidazo[2,1-b]purin-4(3H)-one). As a reaction SMILES: [CH3:1][N:2]1[C:10](=[O:11])[C:9]2[N:8](CC3C=CC=CC=3)[CH:7]=[N:6][C:5]=2[N:4]2[C@H:19]3[CH2:24][CH2:23][CH2:22][C@H:20]3[N:21]=[C:3]12>CCO.[OH-].[OH-].[Pd+2]>[CH3:1][N:2]1[C:10](=[O:11])[C:9]2[NH:8][CH:7]=[N:6][C:5]=2[N:4]2[C@H:19]3[CH2:24][CH2:23][CH2:22][C@H:20]3[N:21]=[C:3]12 |f:2.3.4|. Procedure: Hydrogenate cis-5,6a,7,8,9,9a-hexahydro-5-methyl-3-(phenylmethyl)cyclopenta[4,5]imidazo[2,1-b]purin-4-one (0.3 g=0.93 mmol) at room temperature/60 psi in EtOH (125 ml) containing 0.4 g Pearlman catalyst. Filter catalyst, remove solvent, and recrystallize to give the title compound as a white solid. FAB MS: M+1=232. Yields the product NC=1C(=C(C=C(C(=O)O)C1)OCC1=CC=CC=C1)C(C1=CC=C(C=C1)C)=O (5-amino-3-benzyloxy-4-(4'-methylbenzoyl)benzoic acid). Starting materials: C(C1=CC=CC=C1)(=O)C1=C(C=C(C(=O)O)C=C1[N+](=O)[O-])OCCCC (4-benzoyl-3-n-butoxy-5-nitrobenzoic acid), C(C1=CC=CC=C1)OC=1C=C(C(=O)O)C=C(C1C(C1=CC=C(C=C1)C)=O)[N+](=O)[O-] (3-benzyloxy-4-(4'-methylbenzoyl)-5-nitrobenzoic acid). Procedure details: By replacing in Example 1, step C, 4-benzoyl-3-n-butoxy-5-nitrobenzoic acid with 3-benzyloxy-4-(4'-methylbenzoyl)-5-nitrobenzoic acid and following the procedure described, 5-amino-3-benzyloxy-4-(4'-methylbenzoyl)benzoic acid is obtained with a melting point of 182.5°-184° C. As a reaction SMILES: C(C1C([N+]([O-])=O)=CC(C(O)=O)=CC=1OCCCC)(=O)C1C=CC=CC=1.[CH2:26]([O:33][C:34]1[CH:35]=[C:36]([CH:40]=[C:41]([N+:52]([O-])=O)[C:42]=1[C:43](=[O:51])[C:44]1[CH:49]=[CH:48][C:47]([CH3:50])=[CH:46][CH:45]=1)[C:37]([OH:39])=[O:38])[C:27]1[CH:32]=[CH:31][CH:30]=[CH:29][CH:28]=1>>[NH2:52][C:41]1[C:42]([C:43](=[O:51])[C:44]2[CH:45]=[CH:46][C:47]([CH3:50])=[CH:48][CH:49]=2)=[C:34]([O:33][CH2:26][C:27]2[CH:28]=[CH:29][CH:30]=[CH:31][CH:32]=2)[CH:35]=[C:36]([CH:40]=1)[C:37]([OH:39])=[O:38]. Reactants: CCCC[N+](CCCC)(CCCC)CCCC, CCOC(C)=O, CCCC(=O)Nc1nn(COCC[Si](C)(C)C)c2cc(-c3ccc(OCc4ccccc4)cc3Cl)ccc12, [F-], C1CCOC1. The product is CCCC(=O)Nc1n[nH]c2cc(-c3ccc(OCc4ccccc4)cc3Cl)ccc12. Reaction SMILES: [CH3:2][CH2:3][CH2:4][CH2:5][N+:6]([CH2:7][CH2:8][CH2:9][CH3:10])([CH2:11][CH2:12][CH2:13][CH3:14])[CH2:15][CH2:16][CH2:17][CH3:18].[CH3:57][CH2:58][O:59][C:60](=[O:61])[CH3:62].[Cl:19][c:20]1[c:21](-[c:34]2[cH:35][cH:36][c:37]3[c:38]([NH:51][C:52]([CH2:53][CH2:54][CH3:55])=[O:56])[n:39][n:40]([CH2:43][O:44][CH2:45][CH2:46][Si:47]([CH3:48])([CH3:49])[CH3:50])[c:41]3[cH:42]2)[cH:22][cH:23][c:24]([O:26][CH2:27][c:28]2[cH:29][cH:30][cH:31][cH:32][cH:33]2)[cH:25]1.[F-:1].[O:63]1[CH2:64][CH2:65][CH2:66][CH2:67]1>>[Cl:19][c:20]1[c:21](-[c:34]2[cH:35][cH:36][c:37]3[c:38]([NH:51][C:52]([CH2:53][CH2:54][CH3:55])=[O:56])[n:39][nH:40][c:41]3[cH:42]2)[cH:22][cH:23][c:24]([O:26][CH2:27][c:28]2[cH:29][cH:30][cH:31][cH:32][cH:33]2)[cH:25]1.